This data is from the Open Reaction Database (ORD), a public repository of structured organic reaction records. The task is: describe an organic reaction: reactants, conditions, products, and yield The reactants are C(C)(=O)N[C@H](COC1=CC(=C(C=N1)NC(C1=CN=C(C(=C1)Cl)OCC1CC1)=O)Cl)C (N-(6-(((2S)-2-acetamidopropyl)oxy)-4-chloropyridin-3-yl)-5-chloro-6-(cyclopropylmethoxy)nicotinamide), C([O-])([O-])=O.[K+].[K+] (potassium carbonate), O (water). Reagents/catalysts: [Cu]I (copper(I) iodide). The solvent is CN(C)C=O (DMF). Reaction conditions: temperature 160 celsius, time 3 hour. Product: ClC=1C=C(C=NC1OCC1CC1)C=1OC2=C(C=NC(=C2)OC[C@H](C)NC(C)=O)N1 (N-((2S)-1-((2-(5-chloro-6-(cyclopropylmethoxy)pyridin-3-yl)[1,3]oxazolo[4,5-c]pyridin-6-yl)oxy)propan-2-yl)acetamide). Yield: 18.3%. As a reaction SMILES: [C:1]([NH:4][C@@H:5]([CH3:30])[CH2:6][O:7][C:8]1[N:13]=[CH:12][C:11]([NH:14][C:15](=[O:28])[C:16]2[CH:21]=[C:20]([Cl:22])[C:19]([O:23][CH2:24][CH:25]3[CH2:27][CH2:26]3)=[N:18][CH:17]=2)=[C:10](Cl)[CH:9]=1)(=[O:3])[CH3:2].C(=O)([O-])[O-].[K+].[K+].O>CN(C=O)C.[Cu]I>[Cl:22][C:20]1[CH:21]=[C:16]([C:15]2[O:28][C:10]3[CH:9]=[C:8]([O:7][CH2:6][C@@H:5]([NH:4][C:1](=[O:3])[CH3:2])[CH3:30])[N:13]=[CH:12][C:11]=3[N:14]=2)[CH:17]=[N:18][C:19]=1[O:23][CH2:24][CH:25]1[CH2:27][CH2:26]1 |f:1.2.3|. Reported procedure: A suspension of N-(6-(((2S)-2-acetamidopropyl)oxy)-4-chloropyridin-3-yl)-5-chloro-6-(cyclopropylmethoxy)nicotinamide (910 mg), potassium carbonate (555 mg) and copper(I) iodide (38.2 mg) in DMF (10 mL) was stirred at 160° C. for 3 hr under microwave irradiation. To the reaction mixture was added water, and the obtained mixture was extracted with ethyl acetate. The extract was washed with saturated brine, and subjected to silica gel column chromatography (NH, ethyl acetate). The solvent was evapo... The reactants are [Al+3], O=Cc1ccc(Br)nc1, O=C([O-])O, C1CCOC1, CCOC(C)=O, [H-], [H-], [H-], [H-], [Li+], [Na+]. Product: OCc1ccc(Br)nc1. RXN SMILES: [Al+3:2].[Br:7][c:8]1[cH:9][cH:10][c:11]([CH:14]=[O:15])[cH:12][n:13]1.[C:22](=[O:23])([OH:24])[O-:25].[CH2:27]1[O:28][CH2:29][CH2:30][CH2:31]1.[CH3:16][CH2:17][O:18][C:19](=[O:20])[CH3:21].[H-:1].[H-:4].[H-:5].[H-:6].[Li+:3].[Na+:26]>>[Br:7][c:8]1[cH:9][cH:10][c:11]([CH2:14][OH:15])[cH:12][n:13]1. The reactants are NC1=C(C=C(OCCN2C(CCCC2)CC2=CC=CC=C2)C=C1)[N+](=O)[O-] (1-[2-(4-amino-3-nitrophenoxy)ethyl]-2-benzylpiperidine). The reagents and catalysts are [Ni] (Ni). The solvent is CCO (EtOH). Run at time 4 hour. The product is C(C1=CC=CC=C1)C1N(CCCC1)CCOC1=CC(=C(C=C1)N)N (2-benzyl-1-[(3,4-diaminophenoxy)ethyl]piperidine). Isolated yield 100.4%. Reaction SMILES: [NH2:1][C:2]1[CH:23]=[CH:22][C:5]([O:6][CH2:7][CH2:8][N:9]2[CH2:14][CH2:13][CH2:12][CH2:11][CH:10]2[CH2:15][C:16]2[CH:21]=[CH:20][CH:19]=[CH:18][CH:17]=2)=[CH:4][C:3]=1[N+:24]([O-])=O>CCO.[Ni]>[CH2:15]([CH:10]1[CH2:11][CH2:12][CH2:13][CH2:14][N:9]1[CH2:8][CH2:7][O:6][C:5]1[CH:22]=[CH:23][C:2]([NH2:1])=[C:3]([NH2:24])[CH:4]=1)[C:16]1[CH:21]=[CH:20][CH:19]=[CH:18][CH:17]=1. Reported procedure: A mixture of of 1-[2-(4-amino-3-nitrophenoxy)ethyl]-2-benzylpiperidine (705 mg, 1.99 mmol) and Raney Ni (about 200 mg) in EtOH (15 mL) was shaken under H2 (35-25 parr) for 4 h, then filtered. The filtrate was evapoated, and the residure was purified by chromatography over silica gel (CHCl3-MeOH, 3:2) to give 2-benzyl-1-[(3,4-diaminophenoxy)ethyl]piperidine (650 mg, 98%) as a brown viscous oil. 1H NMR (CDCl3): 1.22-1.32 (m, 2H), 1.49-1.52 (m, 3H), 2.49-2.56 (m, 2H), 2.756 (bs, 2H, NH2), 2.96-3.06... Reactants: CC1(OB(OC1(C)C)C=1C=C2C(=NC1)NC=C2)C (5-(4,4,5,5-tetramethyl-1,3,2-dioxaborolan-2-yl)-1H-pyrrolo[2,3-b]pyridine), ClC=1N=C(C2=C(N1)C(=C(S2)I)C)N2CCOCC2 (2-chloro-6-iodo-7-methyl-4-morpholinothieno[3,2-d]pyrimidine), CS(=O)(=O)C=1C=C(C=CC1)B(O)O (3-(methylsulfonyl)phenylboronic acid). Reagents/catalysts: Cl[Pd]([P](C1=CC=CC=C1)(C2=CC=CC=C2)C3=CC=CC=C3)([P](C4=CC=CC=C4)(C5=CC=CC=C5)C6=CC=CC=C6)Cl (bis(triphenylphosphine)palladium(II) dichloride), Cl[Pd]([P](C1=CC=CC=C1)(C2=CC=CC=C2)C3=CC=CC=C3)([P](C4=CC=CC=C4)(C5=CC=CC=C5)C6=CC=CC=C6)Cl (bis(triphenylphosphine)palladium(II) dichloride). The solvent is C(=O)([O-])[O-].[Na+].[Na+] (Na2CO3), C(C)#N (acetonitrile). Run at temperature 150 celsius. Yields the product CC1=C(SC2=C1N=C(N=C2N2CCOCC2)C=2C=C1C(=NC2)NC=C1)C1=CC(=CC=C1)S(=O)(=O)C (7-methyl-6-(3-(methylsulfonyl)phenyl)-4-morpholino-2-(1H-pyrrolo[2,3-b]pyridin-5-yl)thieno[3,2-d]pyrimidine). RXN SMILES: Cl[C:2]1[N:3]=[C:4]([N:13]2[CH2:18][CH2:17][O:16][CH2:15][CH2:14]2)[C:5]2[S:10][C:9](I)=[C:8]([CH3:12])[C:6]=2[N:7]=1.[CH3:19][S:20]([C:23]1[CH:24]=[C:25](B(O)O)[CH:26]=[CH:27][CH:28]=1)(=[O:22])=[O:21].CC1(C)C(C)(C)OB([C:40]2[CH:41]=[C:42]3[CH:48]=[CH:47][NH:46][C:43]3=[N:44][CH:45]=2)O1>C([O-])([O-])=O.[Na+].[Na+].C(#N)C.Cl[Pd](Cl)([P](C1C=CC=CC=1)(C1C=CC=CC=1)C1C=CC=CC=1)[P](C1C=CC=CC=1)(C1C=CC=CC=1)C1C=CC=CC=1>[CH3:12][C:8]1[C:6]2[N:7]=[C:2]([C:40]3[CH:41]=[C:42]4[CH:48]=[CH:47][NH:46][C:43]4=[N:44][CH:45]=3)[N:3]=[C:4]([N:13]3[CH2:18][CH2:17][O:16][CH2:15][CH2:14]3)[C:5]=2[S:10][C:9]=1[C:27]1[CH:26]=[CH:25][CH:24]=[C:23]([S:20]([CH3:19])(=[O:22])=[O:21])[CH:28]=1 |f:3.4.5,^1:61,80|. Procedure: 2-Chloro-6-iodo-7-methyl-4-morpholinothieno[3,2-d]pyrimidine from Example 12 (0.3 g, 0.8 mmol), 3-(methylsulfonyl)phenylboronic acid (0.3 g, 1.5 mmol), and bis(triphenylphosphine)palladium(II) dichloride (30 mg, 40 μmmol) in 1 M aqueous Na2CO3 (1.5 mL) and acetonitrile (1.5 mL) were heated to 100° C. in a sealed microwave reactor for 10 min. Upon completion, 5-(4,4,5,5-tetramethyl-1,3,2-dioxaborolan-2-yl)-1H-pyrrolo[2,3-b]pyridine (0.4 g, 1.7 mmol), and bis(triphenylphosphine)palladium(II) dichl... The reactants are COC(=O)C1CC(OS(=O)(=O)c2ccc(Br)cc2)CN1C(=O)OC(C)(C)C, O=C([O-])[O-], C=CCC1CN(C)C2=CC=CC3=CC=NC32C1O, CN1CCCC1=O, CCOC(C)=O, Cl, [Cs+], [Cs+]. Yields the product C=CCC1CN(C)C2=CC=CC3=CC=NC32C1OC1CC(C(=O)OC)N(C(=O)OC(C)(C)C)C1. As a reaction SMILES: [Br:7][c:8]1[cH:9][cH:10][c:11]([S:12](=[O:13])(=[O:14])[O:17][CH:18]2[CH2:19][CH:20]([C:30](=[O:31])[O:32][CH3:33])[N:21]([C:23](=[O:24])[O:25][C:26]([CH3:27])([CH3:28])[CH3:29])[CH2:22]2)[cH:15][cH:16]1.[C:1](=[O:2])([O-:3])[O-:4].[CH2:34]([CH:35]=[CH2:36])[CH:37]1[CH2:38][N:39]([CH3:51])[C:40]2=[CH:41][CH:42]=[CH:43][C:44]3=[CH:50][CH:49]=[N:48][C:45]23[CH:46]1[OH:47].[CH3:52][N:53]1[CH2:54][CH2:55][CH2:56][C:57]1=[O:58].[CH3:59][CH2:60][O:61][C:62]([CH3:63])=[O:64].[ClH:65].[Cs+:5].[Cs+:6]>>[O:17]([CH:18]1[CH2:19][CH:20]([C:30](=[O:31])[O:32][CH3:33])[N:21]([C:23](=[O:24])[O:25][C:26]([CH3:27])([CH3:28])[CH3:29])[CH2:22]1)[CH:46]1[CH:37]([CH2:34][CH:35]=[CH2:36])[CH2:38][N:39]([CH3:51])[C:40]2=[CH:41][CH:42]=[CH:43][C:44]3=[CH:50][CH:49]=[N:48][C:45]231. Reactants: C[Si](C)(C)CCOCn1nc(I)c2cc(Br)cnc21, O=C([O-])[O-], COC, [Na+], [Na+], OB(O)c1ccccc1. Yields the product C[Si](C)(C)CCOCn1nc(-c2ccccc2)c2cc(Br)cnc21. As a reaction SMILES: [Br:1][c:2]1[cH:3][c:4]2[c:5]([n:6][cH:7]1)[n:8]([CH2:12][O:13][CH2:14][CH2:15][Si:16]([CH3:17])([CH3:18])[CH3:19])[n:9][c:10]2[I:11].[C:29](=[O:30])([O-:31])[O-:32].[CH3:35][O:36][CH3:37].[Na+:33].[Na+:34].[OH:20][B:21]([OH:22])[c:23]1[cH:24][cH:25][cH:26][cH:27][cH:28]1>>[Br:1][c:2]1[cH:3][c:4]2[c:5]([n:6][cH:7]1)[n:8]([CH2:12][O:13][CH2:14][CH2:15][Si:16]([CH3:17])([CH3:18])[CH3:19])[n:9][c:10]2-[c:23]1[cH:24][cH:25][cH:26][cH:27][cH:28]1. The reactants are O (Water), FC=1C=C(C=C(C1)F)C1=NN(C=C1C=C1C(NC(S1)=O)=O)C1=CC=CC=C1 (5-[3-(3,5-Difluoro-phenyl)-1-phenyl-1H-pyrazol-4-ylmethylene]-thiazolidine-2,4-dione), C(C)Br (ethyl bromide), C([O-])([O-])=O.[Na+].[Na+] (Sodium carbonate). Run in CN(C=O)C (dimethylformamide). Run at time 4 hour. Product: FC=1C=C(C=C(C1)F)C1=NN(C=C1C=C1C(N(C(S1)=O)CC)=O)C1=CC=CC=C1 (5-[3-(3,5-difluoro-phenyl)-1-phenyl-1H-pyrazol-4-ylmethylene]-3-ethyl-thiazolidine-2,4-dione). Isolated yield 98.7%. RXN SMILES: [F:1][C:2]1[CH:3]=[C:4]([C:9]2[C:13]([CH:14]=[C:15]3[S:19][C:18](=[O:20])[NH:17][C:16]3=[O:21])=[CH:12][N:11]([C:22]3[CH:27]=[CH:26][CH:25]=[CH:24][CH:23]=3)[N:10]=2)[CH:5]=[C:6]([F:8])[CH:7]=1.C(=O)([O-])[O-].[Na+].[Na+].[CH2:34](Br)[CH3:35].O>CN(C)C=O>[F:8][C:6]1[CH:5]=[C:4]([C:9]2[C:13]([CH:14]=[C:15]3[S:19][C:18](=[O:20])[N:17]([CH2:34][CH3:35])[C:16]3=[O:21])=[CH:12][N:11]([C:22]3[CH:23]=[CH:24][CH:25]=[CH:26][CH:27]=3)[N:10]=2)[CH:3]=[C:2]([F:1])[CH:7]=1 |f:1.2.3|. Reported procedure: 5-[3-(3,5-Difluoro-phenyl)-1-phenyl-1H-pyrazol-4-ylmethylene]-thiazolidine-2,4-dione (Compound No. 58, 0.10 g, 0.21 mmol) was dissolved in 1.0 mL of anhydrous dimethylformamide. Sodium carbonate (26.5 mg, 0.25 mmol) was added under nitrogen atmosphere and ethyl bromide (23.90 μL, 0.32 mmol) was added 10 minutes later. The mixture was stirred for 4 hours at room temperature. Water was added after the reaction was completed. The resultant solid was washed with water (10 mL×3 times). The solid was ...